From a dataset of the Open Reaction Database (ORD), a public repository of structured organic reaction records. describe an organic reaction: reactants, conditions, products, and yield Starting materials: CCOC(=O)C(C#N)c1cc(-c2ccccc2C)c(C(=O)N(C)Cc2cc(C(F)(F)F)cc(C(F)(F)F)c2)cn1, CS(C)=O, [Cl-], [Li+]. Product: Cc1ccccc1-c1cc(CC#N)ncc1C(=O)N(C)Cc1cc(C(F)(F)F)cc(C(F)(F)F)c1. RXN SMILES: [CH2:1]([O:2][C:3](=[O:4])[CH:5]([C:6]#[N:7])[c:8]1[n:9][cH:10][c:11]([C:21]([N:22]([CH3:23])[CH2:24][c:25]2[cH:26][c:27]([C:35]([F:36])([F:37])[F:38])[cH:28][c:29]([C:31]([F:32])([F:33])[F:34])[cH:30]2)=[O:39])[c:12](-[c:14]2[c:15]([CH3:20])[cH:16][cH:17][cH:18][cH:19]2)[cH:13]1)[CH3:40].[CH3:43][S:44](=[O:45])[CH3:46].[Cl-:42].[Li+:41]>>[CH2:5]([C:6]#[N:7])[c:8]1[n:9][cH:10][c:11]([C:21]([N:22]([CH3:23])[CH2:24][c:25]2[cH:26][c:27]([C:35]([F:36])([F:37])[F:38])[cH:28][c:29]([C:31]([F:32])([F:33])[F:34])[cH:30]2)=[O:39])[c:12](-[c:14]2[c:15]([CH3:20])[cH:16][cH:17][cH:18][cH:19]2)[cH:13]1. The reactants are BrC1=CC(=C(C=C1)C1=CC=CC=C1)C (4-bromo-2-methylbiphenyl), [Mn](=O)(=O)(=O)[O-].[K+] (Potassium permanganate), O (water). Run in N1=CC=CC=C1 (pyridine). Yields the product BrC=1C=C(C(=CC1)C1=CC=CC=C1)C(=O)O (4-bromobiphenyl-2-carboxylic acid). Isolated yield 89.0%. RXN SMILES: [Br:1][C:2]1[CH:7]=[CH:6][C:5]([C:8]2[CH:13]=[CH:12][CH:11]=[CH:10][CH:9]=2)=[C:4]([CH3:14])[CH:3]=1.[Mn]([O-])(=O)(=O)=[O:16].[K+].[OH2:21]>N1C=CC=CC=1>[Br:1][C:2]1[CH:3]=[C:4]([C:14]([OH:16])=[O:21])[C:5]([C:8]2[CH:13]=[CH:12][CH:11]=[CH:10][CH:9]=2)=[CH:6][CH:7]=1 |f:1.2|. Procedure details: 4-bromo-2-methylbiphenyl (5 g, 20.23 mmol) was suspended in pyridine (23 mL) and water (35 mL). Potassium permanganate (16 g, 101 mmol) was added portion wise over a period of 20 min. The mixture was refluxed overnight. The reaction mixture was cooled and MnO2 was filtered off. Conc. HCl was added to the filtrate until the product precipitated. The product was extracted with DCM, washed with water and brine, collected, dried (MgSO4), filtered and evaporated to give 4-bromobiphenyl-2-carboxylic a...